Task: describe an organic reaction: reactants, conditions, products, and yield. Dataset: the Open Reaction Database (ORD), a public repository of structured organic reaction records Starting materials: N1CCS(CC1)(=O)=O (thiomorpholine-1,1-dioxide), ClC1=C2C(=NC(=N1)Cl)N(N=C2)C (4,6-dichloro-1-methyl-1H-pyrazolo[3,4-d]pyrimidine). The product is ClC1=NC(=C2C(=N1)N(N=C2)C)N2CCS(CC2)(=O)=O (6-chloro-4-(1,1-dioxo-thiomorpholin-4-yl)-1-methyl-1H-pyrazolo[3,4-d]pyrimidine). RXN SMILES: [NH:1]1[CH2:6][CH2:5][S:4](=[O:8])(=[O:7])[CH2:3][CH2:2]1.Cl[C:10]1[N:15]=[C:14]([Cl:16])[N:13]=[C:12]2[N:17]([CH3:20])[N:18]=[CH:19][C:11]=12>>[Cl:16][C:14]1[N:13]=[C:12]2[N:17]([CH3:20])[N:18]=[CH:19][C:11]2=[C:10]([N:1]2[CH2:6][CH2:5][S:4](=[O:8])(=[O:7])[CH2:3][CH2:2]2)[N:15]=1. Procedure: Reaction of thiomorpholine-1,1-dioxide with 4,6-dichloro-1-methyl-1H-pyrazolo[3,4-d]pyrimidine 5 by General Procedure B gave 6-chloro-4-(1,1-dioxo-thiomorpholin-4-yl)-1-methyl-1H-pyrazolo[3,4-d]pyrimidine. Starting materials: COC1=C(C2=C(C(CO2)=O)C=C1)CN1CCOCC1 (6-methoxy-7-(morpholinomethyl)benzofuran-3(2H)-one), N1N=C(C2=CC=CC=C12)C=O (1H-indazole-3-carboxaldehyde), N1CCCCC1 (piperidine). The solvent is CO (methanol). Conditions: temperature 60 celsius, time 2 hour. Product: N1N=C(C2=CC=CC=C12)\C=C\1/OC2=C(C1=O)C=CC(=C2CN2CCOCC2)OC ((Z)-2-[(1H-indazol-3-yl)methylene]-6-methoxy-7-(morpholinomethyl)benzofuran-3(2H)-one). The yield is 12.2%. As a reaction SMILES: [CH3:1][O:2][C:3]1[CH:12]=[CH:11][C:6]2[C:7](=[O:10])[CH2:8][O:9][C:5]=2[C:4]=1[CH2:13][N:14]1[CH2:19][CH2:18][O:17][CH2:16][CH2:15]1.[NH:20]1[C:28]2[C:23](=[CH:24][CH:25]=[CH:26][CH:27]=2)[C:22]([CH:29]=O)=[N:21]1.N1CCCCC1>CO>[NH:20]1[C:28]2[C:23](=[CH:24][CH:25]=[CH:26][CH:27]=2)[C:22](/[CH:29]=[C:8]2\[O:9][C:5]3[C:4]([CH2:13][N:14]4[CH2:19][CH2:18][O:17][CH2:16][CH2:15]4)=[C:3]([O:2][CH3:1])[CH:12]=[CH:11][C:6]=3[C:7]\2=[O:10])=[N:21]1. Reported procedure: A solution of 6-methoxy-7-(morpholinomethyl)benzofuran-3(2H)-one (0.131 g, 0.500 mmol) in methanol (2 mL) was added with 1H-indazole-3-carboxaldehyde (0.0877 g, 0.600 mmol) and piperidine (0.00425 g, 0.0500 mmol), and the mixture was stirred at 60° C. for 2 hours. The reaction mixture was concentrated, and the resulting residue was subjected to silica gel column chromatography (chloroform/methanol), and the resulting crude product was crystallized from ethyl acetate. The precipitated solid was c...